Dataset: the Open Reaction Database (ORD), a public repository of structured organic reaction records. Task: describe an organic reaction: reactants, conditions, products, and yield The reactants are NC1=C(C=NC=C1)O (4-amino-3-pyridinol), COC(N(C(C)C)C(C)C)OC (N,N-diisopropylformamide dimethyl acetal). Solvent: C1(=CC=CC=C1)C (toluene). Reaction conditions: time 18 hour. Yields the product C(C)(C)N(C(C)C)C=NC1=C(C=NC=C1)O (4-[[(Diisopropylamino)methylene]amino]-3-pyridinol). As a reaction SMILES: [NH2:1][C:2]1[CH:7]=[CH:6][N:5]=[CH:4][C:3]=1[OH:8].CO[CH:11](OC)[N:12]([CH:16]([CH3:18])[CH3:17])[CH:13]([CH3:15])[CH3:14]>C1(C)C=CC=CC=1>[CH:13]([N:12]([CH:11]=[N:1][C:2]1[CH:7]=[CH:6][N:5]=[CH:4][C:3]=1[OH:8])[CH:16]([CH3:18])[CH3:17])([CH3:15])[CH3:14]. Reported procedure: A mixture of 4-amino-3-pyridinol (3.0 g), N,N-diisopropylformamide dimethyl acetal (9.54 g) and 15 ml dry toluene was stirred at room temperature for 18 hours and thereafter heated to 60°-70° C. After 90 minutes, the mixture was cooled to room temperature, concentrated in vacuo and chromatographed on silica using 10:90 CH3OH/ethyl acetate as an eluent. The fractions containing the desired product were combined and concentrated to a thick oil, which solidified on refrigeration. This solid (5.3 g)... RXN SMILES: [Br:13][c:14]1[cH:15][c:16]([F:21])[c:17]([NH2:18])[cH:19][cH:20]1.[CH3:28][c:29]1[cH:30][cH:31][cH:32][cH:33][cH:34]1.[CH3:36][CH2:37][O:38][C:39]([CH3:40])=[O:41].[K+:22].[K+:23].[N+:1](=[O:2])([O-:3])[c:4]1[cH:5][c:6]([B:10]([OH:11])[OH:12])[cH:7][cH:8][cH:9]1.[O-:24][C:25]([O-:26])=[O:27].[OH2:35].[cH:42]1[cH:43][cH:44][c:45]([P:46]([Pd:47]([P:48]([c:49]2[cH:50][cH:51][cH:52][cH:53][cH:54]2)([c:55]2[cH:56][cH:57][cH:58][cH:59][cH:60]2)[c:61]2[cH:62][cH:63][cH:64][cH:65][cH:66]2)([P:67]([c:68]2[cH:69][cH:70][cH:71][cH:72][cH:73]2)([c:74]2[cH:75][cH:76][cH:77][cH:78][cH:79]2)[c:80]2[cH:81][cH:82][cH:83][cH:84][cH:85]2)[P:86]([c:87]2[cH:88][cH:89][cH:90][cH:91][cH:92]2)([c:93]2[cH:94][cH:95][cH:96][cH:97][cH:98]2)[c:99]2[cH:100][cH:101][cH:102][cH:103][cH:104]2)([c:105]2[cH:106][cH:107][cH:108][cH:109][cH:110]2)[c:111]2[cH:112][cH:113][cH:114][cH:115][cH:116]2)[cH:117][cH:118]1>>[N+:1](=[O:2])([O-:3])[c:4]1[cH:5][c:6](-[c:14]2[cH:15][c:16]([F:21])[c:17]([NH2:18])[cH:19][cH:20]2)[cH:7][cH:8][cH:9]1. The reactants are Nc1ccc(Br)cc1F, Cc1ccccc1, CCOC(C)=O, [K+], [K+], O=[N+]([O-])c1cccc(B(O)O)c1, O=C([O-])[O-], O, c1ccc(P(c2ccccc2)(c2ccccc2)[Pd](P(c2ccccc2)(c2ccccc2)c2ccccc2)(P(c2ccccc2)(c2ccccc2)c2ccccc2)P(c2ccccc2)(c2ccccc2)c2ccccc2)cc1. The product is Nc1ccc(-c2cccc([N+](=O)[O-])c2)cc1F. Starting materials: C1(=CC=CC=C1)NC(=O)C1=NN(C=C1C1=CC(=CC=C1)CO)CC1=CC=C(C=C1)OC (4-(3-hydroxymethyl-phenyl)-1-(4-methoxy-benzyl)-1H-pyrazole-3-carboxylic acid phenylamide), C1(=CC=CC=C1)OC (anisole). The solvent is FC(C(=O)O)(F)F (trifluoroacetic acid). Reaction conditions: temperature 120 celsius. Product: C1(=CC=CC=C1)NC(=O)C1=NNC=C1C1=CC(=CC=C1)CO (4-(3-Hydroxymethyl-phenyl)-1H-pyrazole-3-carboxylic acid phenylamide). Isolated yield 35.2%. Reaction SMILES: [C:1]1([NH:7][C:8]([C:10]2[C:14]([C:15]3[CH:20]=[CH:19][CH:18]=[C:17]([CH2:21][OH:22])[CH:16]=3)=[CH:13][N:12](CC3C=CC(OC)=CC=3)[N:11]=2)=[O:9])[CH:6]=[CH:5][CH:4]=[CH:3][CH:2]=1.C1(OC)C=CC=CC=1>FC(F)(F)C(O)=O>[C:1]1([NH:7][C:8]([C:10]2[C:14]([C:15]3[CH:20]=[CH:19][CH:18]=[C:17]([CH2:21][OH:22])[CH:16]=3)=[CH:13][NH:12][N:11]=2)=[O:9])[CH:6]=[CH:5][CH:4]=[CH:3][CH:2]=1. Reported procedure: A mixture of 4-(3-hydroxymethyl-phenyl)-1-(4-methoxy-benzyl)-1H-pyrazole-3-carboxylic acid phenylamide (20 mg) and anisole (20 μl) in trifluoroacetic acid (1 ml) was heated at 120° C. (50 W) for 15 minutes in a CEM Discover microwave synthesiser. The reaction was evaporated then purified by flash column chromatography eluting with 2:1 ethyl acetate/hexane. Product containing fractions were combined and evaporated to give 5 mg of product. (LC/MS: Rt 2.55 [M+H]+294). Reactants: CN=C=S, Cl, Cl, NCCS, NCCSCc1c[nH]c(N)n1, O=[N+]([O-])c1cc([N+](=O)[O-])c([O-])c([N+](=O)[O-])c1. Product: CNC(=S)NCCSCc1c[nH]c(N)n1. RXN SMILES: [CH3:34][N:35]=[C:36]=[S:37].[ClH:17].[ClH:18].[NH2:19][CH2:20][CH2:21][SH:22].[NH2:23][c:24]1[nH:25][cH:26][c:27]([CH2:29][S:30][CH2:31][CH2:32][NH2:33])[n:28]1.[c:1]1([N+:14]([O-:15])=[O:16])[c:2]([O-:3])[c:4]([N+:5]([O-:6])=[O:7])[cH:8][c:9]([N+:10]([O-:11])=[O:12])[cH:13]1>>[NH2:23][c:24]1[nH:25][cH:26][c:27]([CH2:29][S:30][CH2:31][CH2:32][NH:33][C:36]([NH:35][CH3:34])=[S:37])[n:28]1. The reactants are CCC(Oc1cc(C)cc(C)c1)C(=O)Cl, CC#CC(C)(C)N, Cc1ccccc1, [Na+], [OH-], O. Product: CC#CC(C)(C)NC(=O)C(CC)Oc1cc(C)cc(C)c1. RXN SMILES: [CH3:11][c:12]1[cH:13][c:14]([O:15][CH:16]([C:17](=[O:18])[Cl:19])[CH2:20][CH3:21])[cH:22][c:23]([CH3:25])[cH:24]1.[CH3:1][C:2]([C:3]#[C:4][CH3:5])([CH3:6])[NH2:7].[CH3:26][c:27]1[cH:28][cH:29][cH:30][cH:31][cH:32]1.[Na+:9].[OH-:8].[OH2:10]>>[CH3:1][C:2]([C:3]#[C:4][CH3:5])([CH3:6])[NH:7][C:17]([CH:16]([O:15][c:14]1[cH:13][c:12]([CH3:11])[cH:24][c:23]([CH3:25])[cH:22]1)[CH2:20][CH3:21])=[O:18].